Dataset: the Open Reaction Database (ORD), a public repository of structured organic reaction records. Task: describe an organic reaction: reactants, conditions, products, and yield Starting materials: C(C)C1=C(C=NN1S(=O)(=O)N(C)C)C1=CC=2N(C(NC(C2S1)=O)(C)C)C (5-ethyl-N,N-dimethyl-4-(1,2,2-trimethyl-4-oxo-1,2,3,4-tetrahydrothieno[3,2-d]pyrimidin-6-yl)-1H-pyrazole-1-sulfonamide), C(=O)(C(F)(F)F)O (TFA), CC(=O)C (acetone), [O-]S(=O)(=O)[O-].[Mg+2] (MgSO4), CC=1C=CC(=CC1)S(=O)(=O)O (PTSA), C(=O)(O)[O-].[Na+] (NaHCO3), C(=O)(O)[O-].[Na+] (NaHCO3). Run in CN(C)C=O (DMF). Conditions: time 1 hour. Product: C(C)C1=C(C=NN1)C1=CC=2N(C(NC(C2S1)=O)(C)C)C (6-(5-ethyl-1H-pyrazol-4-yl)-1,2,2-trimethyl-2,3-dihydrothieno[3,2-d]pyrimidin-4(1H)-one). The yield is 43.7%. Reaction SMILES: [CH2:1]([C:3]1[N:7](S(N(C)C)(=O)=O)[N:6]=[CH:5][C:4]=1[C:14]1[S:22][C:21]2[C:20](=[O:23])[NH:19][C:18]([CH3:25])([CH3:24])[N:17]([CH3:26])[C:16]=2[CH:15]=1)[CH3:2].C(O)(C(F)(F)F)=O.C([O-])(O)=O.[Na+].CC(C)=O.[O-]S([O-])(=O)=O.[Mg+2].CC1C=CC(S(O)(=O)=O)=CC=1>CN(C=O)C>[CH2:1]([C:3]1[NH:7][N:6]=[CH:5][C:4]=1[C:14]1[S:22][C:21]2[C:20](=[O:23])[NH:19][C:18]([CH3:25])([CH3:24])[N:17]([CH3:26])[C:16]=2[CH:15]=1)[CH3:2] |f:2.3,5.6|. Procedure: A mixture of 5-ethyl-N,N-dimethyl-4-(1,2,2-trimethyl-4-oxo-1,2,3,4-tetrahydrothieno[3,2-d]pyrimidin-6-yl)-1H-pyrazole-1-sulfonamide (129 mg, 0.325 mmol) and TFA (2.00 mL, 26.0 mmol) was stirred for 1 h at room temperature. The mixture was poured into saturated aqueous NaHCO3 and extracted with EtOAc, and the extract was dried over MgSO4, filtered and concentrated under reduced pressure. The residue was mixed with acetone (5 mL, 68.1 mmol), MgSO4 (78 mg, 0.649 mmol), PTSA (6.2 mg, 0.032 mmol) and... The reactants are ClCCCCN1C=NC2=C1C=CC=C2 (1-(4-chlorobutyl)-1H-benzimidazole), C1(=CC=CC2=CC=CC=C12)N1CCNCC1 (4-(1-naphthyl) piperazine), C(C)(C)N(CC)C(C)C (diisopropylethylamine), [I-].[K+] (potassium iodide). The solvent is C(C)#N (acetonitrile). Conditions: time 10 minute. Product: C1(=CC=CC2=CC=CC=C12)N1CCN(CC1)CCCCN1C=NC2=C1C=CC=C2 (1-(4-(4-(1-naphthyl)piperazine-1-yl)butyl)-1H-benzimidazole). Isolated yield 58.9%. RXN SMILES: Cl[CH2:2][CH2:3][CH2:4][CH2:5][N:6]1[C:10]2[CH:11]=[CH:12][CH:13]=[CH:14][C:9]=2[N:8]=[CH:7]1.[C:15]1([N:25]2[CH2:30][CH2:29][NH:28][CH2:27][CH2:26]2)[C:24]2[C:19](=[CH:20][CH:21]=[CH:22][CH:23]=2)[CH:18]=[CH:17][CH:16]=1.C(N(C(C)C)CC)(C)C.[I-].[K+]>C(#N)C>[C:15]1([N:25]2[CH2:30][CH2:29][N:28]([CH2:2][CH2:3][CH2:4][CH2:5][N:6]3[C:10]4[CH:11]=[CH:12][CH:13]=[CH:14][C:9]=4[N:8]=[CH:7]3)[CH2:27][CH2:26]2)[C:24]2[C:19](=[CH:20][CH:21]=[CH:22][CH:23]=2)[CH:18]=[CH:17][CH:16]=1 |f:3.4|. Reported procedure: 1-(4-chlorobutyl)-1H-benzimidazole (7.51 g, 0.036 mol) was dissolved into 100 ml of acetonitrile, 4-(1-naphthyl) piperazine (6.4 g, 0.03 mol), diisopropylethylamine (15.5 g, 0.12 mol) and potassium iodide (5.0 g, 0.03 mol) were respectively added. The mixture was stirred for 10 min at ambient temperature, and then heated and refluxed to react for 20 hours. The mixture was cooled down to ambient temperature and filtered. The filtrate was concentrated to produce oily products, and treated by chrom... Isolated yield 88.3%. Procedure details: Into 10 ml of ethanol, 2.97 g of 2-butyryl-5-(2-ethylthiopropyl)-4-methylcyclohexane-1,3-dione was dissolved and 0.81 g of ethoxyamine was dropped thereto at 0° C. and the resulting solution was stirred at room temperature for 3 hours. After pouring the reaction solution into ice-cold water, the mixture was extracted with chloroform. The chloroform solution was washed with water and extracted with 1N-sodium hydroxide solution. The sodium hydroxide solution was acidified with 1N-hydrochloric acid... As a reaction SMILES: [C:1]([CH:6]1[C:11](=[O:12])[CH:10]([CH3:13])[CH:9]([CH2:14][CH:15]([S:17][CH2:18][CH3:19])[CH3:16])[CH2:8][C:7]1=[O:20])(=O)[CH2:2][CH2:3][CH3:4].[CH2:21]([O:23][NH2:24])[CH3:22]>C(O)C>[CH2:21]([O:23][NH:24][C:1](=[C:6]1[C:11](=[O:12])[CH:10]([CH3:13])[CH:9]([CH2:14][CH:15]([S:17][CH2:18][CH3:19])[CH3:16])[CH2:8][C:7]1=[O:20])[CH2:2][CH2:3][CH3:4])[CH3:22]. Run at temperature 0 celsius, time 3 hour. Reactants: C(CCC)(=O)C1C(CC(C(C1=O)C)CC(C)SCC)=O (2-butyryl-5-(2-ethylthiopropyl)-4-methylcyclohexane-1,3-dione), C(C)ON (ethoxyamine). Solvent: C(C)O (ethanol). Product: C(C)ONC(CCC)=C1C(CC(C(C1=O)C)CC(C)SCC)=O (2-(1-ethoxyaminobutylidene)-5-(2-ethylthiopropyl)-4-methylcyclohexane-1,3-dione). Reactants: CN(C1=CC=CC=C1)C (dimethyl aniline), S(O)(O)=O (sulfurous acid). The product is S(=O)(O)O.CN(C1=CC=CC=C1)C (dimethyl aniline sulfite). RXN SMILES: [CH3:1][N:2]([CH3:9])[C:3]1[CH:8]=[CH:7][CH:6]=[CH:5][CH:4]=1.[S:10](=[O:13])([OH:12])[OH:11]>>[S:10]([OH:13])([OH:12])=[O:11].[CH3:1][N:2]([CH3:9])[C:3]1[CH:8]=[CH:7][CH:6]=[CH:5][CH:4]=1 |f:2.3|. Procedure: A gaseous mixture of gaseous dimethyl aniline, SO2 gas and steam leaves stripping section 30 of tower 31 and enters and passes upwardly within rectifying section 35. Substantially all dimethyl aniline is removed from such gaseous mixture in rectifying section 35 by absorption in dilute aqueous sulfurous acid solution flowing downwardly in rectifying section 35. The sulfurous acid solution is formed in rectifying section 35 due to the dissolution of a minor portion of the SO2 gas in liquid water ... Starting materials: CC(C)CBr, CS(=O)(=O)c1cccc(C2CCNCC2)c1, Cl. The product is CC(C)CN1CCC(c2cccc(S(C)(=O)=O)c2)CC1. Reaction SMILES: [CH2:17]([CH:18]([CH3:19])[CH3:20])[Br:21].[CH3:1][S:2](=[O:3])(=[O:4])[c:5]1[cH:6][c:7]([CH:11]2[CH2:12][CH2:13][NH:14][CH2:15][CH2:16]2)[cH:8][cH:9][cH:10]1.[ClH:22]>>[CH3:1][S:2](=[O:3])(=[O:4])[c:5]1[cH:6][c:7]([CH:11]2[CH2:12][CH2:13][N:14]([CH2:17][CH:18]([CH3:19])[CH3:20])[CH2:15][CH2:16]2)[cH:8][cH:9][cH:10]1. Starting materials: COC1=NS(=O)(=O)N(Cc2ccccc2)C(=O)N1, O=P(Cl)(Cl)Cl. The product is COC1=NS(=O)(=O)N(Cc2ccccc2)C(Cl)=N1. RXN SMILES: [CH2:1]([c:2]1[cH:3][cH:4][cH:5][cH:6][cH:7]1)[N:8]1[S:9](=[O:17])(=[O:18])[N:10]=[C:11]([O:15][CH3:16])[NH:12][C:13]1=[O:14].[P:19]([Cl:20])([Cl:21])([Cl:22])=[O:23]>>[CH2:1]([c:2]1[cH:3][cH:4][cH:5][cH:6][cH:7]1)[N:8]1[S:9](=[O:17])(=[O:18])[N:10]=[C:11]([O:15][CH3:16])[N:12]=[C:13]1[Cl:21]. The reactants are CC1(OB(OC1(C)C)C1=CC=C2C=CC=NC2=C1)C (7-(4,4,5,5-tetramethyl-1,3,2-dioxaborolan-2-yl)quinoline), BrC1=CC(=C(C=C1)C(C(=O)N)N1CCC2(CN(C(CO2)=O)C2(CC2)CO)CC1)F (2-(4-bromo-2-fluorophenyl)-2-(4-(1-(hydroxymethyl)cyclopropyl)-3-oxo-1-oxa-4,9-diazaspiro[5.5]undecan-9-yl)acetamide), CC1(OB(OC1(C)C)C1=CC=C2C=CC=NC2=C1)C (7-(4,4,5,5-tetramethyl-1,3,2-dioxaborolan-2-yl)quinoline), C([O-])([O-])=O.[K+].[K+] (potassium carbonate). The reagents and catalysts are C1=CC=C(C=C1)P([C-]2C=CC=C2)C3=CC=CC=C3.C1=CC=C(C=C1)P([C-]2C=CC=C2)C3=CC=CC=C3.Cl[Pd]Cl.[Fe+2].C(Cl)Cl (PdCl2(dppf) CH2Cl2), C1=CC=C(C=C1)P([C-]2C=CC=C2)C3=CC=CC=C3.C1=CC=C(C=C1)P([C-]2C=CC=C2)C3=CC=CC=C3.Cl[Pd]Cl.[Fe+2].C(Cl)Cl (PdCl2(dppf) CH2Cl2). Run in O1CCOCC1 (1,4-dioxane). The product is FC1=C(C=CC(=C1)C1=CC=C2C=CC=NC2=C1)C(C(=O)N)N1CCC2(CN(C(CO2)=O)C2(CC2)CO)CC1 ((+)-2-(2-fluoro-4-(quinolin-7-yl)phenyl)-2-(4-(1-(hydroxymethyl)cyclopropyl)-3-oxo-1-oxa-4,9-diazaspiro[5.5]undecan-9-yl)acetamide). The yield is 16.0%. As a reaction SMILES: Br[C:2]1[CH:7]=[CH:6][C:5]([CH:8]([N:12]2[CH2:28][CH2:27][C:15]3([O:20][CH2:19][C:18](=[O:21])[N:17]([C:22]4([CH2:25][OH:26])[CH2:24][CH2:23]4)[CH2:16]3)[CH2:14][CH2:13]2)[C:9]([NH2:11])=[O:10])=[C:4]([F:29])[CH:3]=1.CC1(C)C(C)(C)OB([C:38]2[CH:47]=[C:46]3[C:41]([CH:42]=[CH:43][CH:44]=[N:45]3)=[CH:40][CH:39]=2)O1.C(=O)([O-])[O-].[K+].[K+]>O1CCOCC1.C1C=CC(P(C2C=CC=CC=2)[C-]2C=CC=C2)=CC=1.C1C=CC(P(C2C=CC=CC=2)[C-]2C=CC=C2)=CC=1.Cl[Pd]Cl.[Fe+2].C(Cl)Cl>[F:29][C:4]1[CH:3]=[C:2]([C:38]2[CH:47]=[C:46]3[C:41]([CH:42]=[CH:43][CH:44]=[N:45]3)=[CH:40][CH:39]=2)[CH:7]=[CH:6][C:5]=1[CH:8]([N:12]1[CH2:28][CH2:27][C:15]2([O:20][CH2:19][C:18](=[O:21])[N:17]([C:22]3([CH2:25][OH:26])[CH2:24][CH2:23]3)[CH2:16]2)[CH2:14][CH2:13]1)[C:9]([NH2:11])=[O:10] |f:2.3.4,6.7.8.9.10|. Procedure: A solution of crude (85% purity) 2-(4-bromo-2-fluorophenyl)-2-(4-(1-(hydroxymethyl)cyclopropyl)-3-oxo-1-oxa-4,9-diazaspiro[5.5]undecan-9-yl)acetamide (0.488 mmol) in 1,4-dioxane (2 mL) was treated with 7-(4,4,5,5-tetramethyl-1,3,2-dioxaborolan-2-yl)quinoline (0.537 mmol), PdCl2(dppf)-CH2Cl2 adduct (0.024 mmol), and 2M aq potassium carbonate (1.464 mmol). The reaction vessel was purged with nitrogen and sealed, and the mixture irradiated in a Biotage Initiator Microwave at 120° C. for 15 min. Add...